This data is from the Open Reaction Database (ORD), a public repository of structured organic reaction records. The task is: describe an organic reaction: reactants, conditions, products, and yield Reactants: CCOC(=O)C(C)(C)Oc1ccc(C(C)C(O)(c2ccc3oc(=O)n(C)c3c2)C(F)(F)F)c(Cl)c1, C1CCOC1, Cl, [Li+], [OH-], O. The product is CC(c1ccc(OC(C)(C)C(=O)O)cc1Cl)C(O)(c1ccc2oc(=O)n(C)c2c1)C(F)(F)F. As a reaction SMILES: [CH2:1]([CH3:2])[O:3][C:4]([C:5]([CH3:6])([CH3:7])[O:8][c:9]1[cH:10][c:11]([Cl:34])[c:12]([CH:15]([C:16]([C:17]([F:18])([F:19])[F:20])([c:21]2[cH:22][cH:23][c:24]3[c:25]([n:26]([CH3:30])[c:27](=[O:29])[o:28]3)[cH:31]2)[OH:32])[CH3:33])[cH:13][cH:14]1)=[O:35].[CH2:40]1[O:41][CH2:42][CH2:43][CH2:44]1.[ClH:39].[Li+:37].[OH-:36].[OH2:38]>>[O:3]=[C:4]([C:5]([CH3:6])([CH3:7])[O:8][c:9]1[cH:10][c:11]([Cl:34])[c:12]([CH:15]([C:16]([C:17]([F:18])([F:19])[F:20])([c:21]2[cH:22][cH:23][c:24]3[c:25]([n:26]([CH3:30])[c:27](=[O:29])[o:28]3)[cH:31]2)[OH:32])[CH3:33])[cH:13][cH:14]1)[OH:35]. Starting materials: compound, ClC1=NC=NC2=CC=C(C=C12)O (4-chloro-6-hydroxy-quinazoline), ClC1=NC=CC=C1C(F)F (2-chloro-3-(difluoromethyl)pyridine), NC1=NN(C=C1)C (3-amino-1-methyl-1H-pyrazole). The product is FC(C=1C(=NC=CC1)OC=1C=C2C(=NC=NC2=CC1)NC1=NN(C=C1)C)F (6-{[3-(Difluoromethyl)pyridin-2-yl]oxy}-N-(1-methyl-1H-pyrazol-3-yl)quinazolin-4-yl-amine). As a reaction SMILES: Cl[C:2]1[C:7]([CH:8]([F:10])[F:9])=[CH:6][CH:5]=[CH:4][N:3]=1.[NH2:11][C:12]1[CH:16]=[CH:15][N:14]([CH3:17])[N:13]=1.Cl[C:19]1[C:28]2[C:23](=[CH:24][CH:25]=[C:26]([OH:29])[CH:27]=2)[N:22]=[CH:21][N:20]=1>>[F:9][CH:8]([F:10])[C:7]1[C:2]([O:29][C:26]2[CH:27]=[C:28]3[C:23](=[CH:24][CH:25]=2)[N:22]=[CH:21][N:20]=[C:19]3[NH:11][C:12]2[CH:16]=[CH:15][N:14]([CH3:17])[N:13]=2)=[N:3][CH:4]=[CH:5][CH:6]=1. Reported procedure: The compound of Example 122 was manufactured by the same method as in Example 95, by a similar method thereto or by a combination of such a method with a conventional method using 2-chloro-3-(difluoromethyl)pyridine, 3-amino-1-methyl-1H-pyrazole and 4-chloro-6-hydroxy-quinazoline. Starting materials: S(=S)(=O)([O-])[O-].[Na+].[Na+] (sodium thiosulfate), C1(=CC=CC=C1)C1=NN2C(OCCC2)=C1 (2-phenyl-6,7-dihydro-5H-pyrazolo[5,1-b][1,3]oxazine), BrBr (bromine). Run in C(Cl)(Cl)Cl (chloroform), C(Cl)(Cl)Cl (chloroform). Conditions: time 4 hour. Product: BrC=1C(=NN2C1OCCC2)C2=CC=CC=C2 (3-bromo-2-phenyl-6,7-dihydro-5H-pyrazolo[5,1-b][1,3]oxazine). Reaction SMILES: [C:1]1([C:7]2[CH:15]=[C:10]3[O:11][CH2:12][CH2:13][CH2:14][N:9]3[N:8]=2)[CH:6]=[CH:5][CH:4]=[CH:3][CH:2]=1.[Br:16]Br.S([O-])([O-])(=O)=S.[Na+].[Na+]>C(Cl)(Cl)Cl>[Br:16][C:15]1[C:7]([C:1]2[CH:2]=[CH:3][CH:4]=[CH:5][CH:6]=2)=[N:8][N:9]2[CH2:14][CH2:13][CH2:12][O:11][C:10]=12 |f:2.3.4|. Procedure: To a solution of 2-phenyl-6,7-dihydro-5H-pyrazolo[5,1-b][1,3]oxazine (6.3 g, 0.031 mol) in 60 mL chloroform is added a solution of bromine (1 eq, 5.03 g, 0.031 mol) in 40 mL chloroform over a period of 25 min at room temperature. The resulting suspension is stirred for 4 h at room temperature. Thereafter the reaction mixture is treated with aqueous sodium thiosulfate, the phases are separated and the organic phase is washed with water and dried over sodium sulfate. The volatiles are evaporated a... Reactants: CN(CCN(C)C)C (tetramethylethylenediamine), solution, C(C)(CC)[Li] (s-butyl lithium), S(=O)=O (sulfur dioxide), C(C)(=O)[O-].[Na+] (sodium acetate), NOS(=O)(=O)O (hydroxylamine-O-sulfonic acid), COC1=C(C(=O)N(CC)CC)C=CC=C1 (2-methoxy-N,N-diethylbenzamide). The solvent is C1CCOC1 (THF), C1CCCCC1 (cyclohexane), C1CCOC1 (THF). The product is NS(=O)(=O)C1=C(C(=O)N(CC)CC)C(=CC=C1)OC (2-aminosulfonyl-6-methoxy-N,N-diethylbenzamide). The yield is 49.0%. RXN SMILES: CN(C)CCN(C)C.C([Li])(CC)C.[CH3:14][O:15][C:16]1[CH:28]=[CH:27][CH:26]=[CH:25][C:17]=1[C:18]([N:20]([CH2:23][CH3:24])[CH2:21][CH3:22])=[O:19].[S:29](=[O:31])=[O:30].C([O-])(=O)C.[Na+].[NH2:37]OS(O)(=O)=O>C1COCC1.C1CCCCC1>[NH2:37][S:29]([C:25]1[CH:26]=[CH:27][CH:28]=[C:16]([O:15][CH3:14])[C:17]=1[C:18]([N:20]([CH2:23][CH3:24])[CH2:21][CH3:22])=[O:19])(=[O:31])=[O:30] |f:4.5|. Procedure: To a solution of 8.0 ml (0.053 mol) of tetramethylethylenediamine (TMEDA) in 350 ml of THF at -70° C. was added 42 ml (0.055 mol) of a 1.3M solution of s-butyl lithium in cyclohexane and the mixture was stirred for fifteen minutes. To the solution was added dropwise with stirring a solution of 10.36 g (0.050 mol) of 2-methoxy-N,N-diethylbenzamide in 150 ml of THF while maintaining the temperature at -60° C. or below. After stirring for 20 minutes sulfur dioxide was bubbled into the reaction mixt... Starting materials: [N+](=O)([O-])C=1C=C(OC2CN(CC2)C(=O)OC(C)(C)C)C=CC1 (tert-butyl 3-(3-nitrophenoxy)pyrrolidine-1-carboxylate). Reagents/catalysts: [Ni] (Raney Nickel). Solvent: CO (methanol). Run at time 18 hour. The product is NC=1C=C(OC2CN(CC2)C(=O)OC(C)(C)C)C=CC1 (tert-butyl 3-(3-aminophenoxy)pyrrolidine-1-carboxylate). The yield is 69.4%. As a reaction SMILES: [N+:1]([C:4]1[CH:5]=[C:6]([CH:20]=[CH:21][CH:22]=1)[O:7][CH:8]1[CH2:12][CH2:11][N:10]([C:13]([O:15][C:16]([CH3:19])([CH3:18])[CH3:17])=[O:14])[CH2:9]1)([O-])=O>CO.[Ni]>[NH2:1][C:4]1[CH:5]=[C:6]([CH:20]=[CH:21][CH:22]=1)[O:7][CH:8]1[CH2:12][CH2:11][N:10]([C:13]([O:15][C:16]([CH3:17])([CH3:18])[CH3:19])=[O:14])[CH2:9]1. Reported procedure: To a solution of tert-butyl 3-(3-nitrophenoxy)pyrrolidine-1-carboxylate (8.73 g, 28.3 mmol) in methanol (50 mL) was added Raney Nickel (1.0 g). The solution was stirred over H2 atmosphere (1 atm) 18 hours. The mixture was filtered, concentrated and purified by chromatography to obtain tert-butyl 3-(3-aminophenoxy)pyrrolidine-1-carboxylate as a white solid (5.47 g, 70% yield)